Dataset: the Open Reaction Database (ORD), a public repository of structured organic reaction records. Task: describe an organic reaction: reactants, conditions, products, and yield Reactants: ClC[C@H](COC1=CC(=CC=C1)Br)C (3-bromophenyl (2S)-3-chloro-2-methylpropyl ether), CC(C(=O)NC1=CC(=CC=C1)C1CCNCC1)C (2-methyl-N-[3-(4-piperidinyl)phenyl]propanamide). Yields the product BrC=1C=C(OC[C@@H](CN2CCC(CC2)C=2C=C(C=CC2)NC(C(C)C)=O)C)C=CC1 (N-(3-{1-[(2R)-3-(3-BROMOPHENOXY)-2-METHYLPROPYL]-4-PIPERIDINYL}PHENYL)-2-METHYLPROPANAMIDE). As a reaction SMILES: Cl[CH2:2][C@@H:3]([CH3:13])[CH2:4][O:5][C:6]1[CH:11]=[CH:10][CH:9]=[C:8]([Br:12])[CH:7]=1.[CH3:14][CH:15]([CH3:31])[C:16]([NH:18][C:19]1[CH:24]=[CH:23][CH:22]=[C:21]([CH:25]2[CH2:30][CH2:29][NH:28][CH2:27][CH2:26]2)[CH:20]=1)=[O:17]>>[Br:12][C:8]1[CH:7]=[C:6]([CH:11]=[CH:10][CH:9]=1)[O:5][CH2:4][C@H:3]([CH3:13])[CH2:2][N:28]1[CH2:29][CH2:30][CH:25]([C:21]2[CH:20]=[C:19]([NH:18][C:16](=[O:17])[CH:15]([CH3:14])[CH3:31])[CH:24]=[CH:23][CH:22]=2)[CH2:26][CH2:27]1. Procedure: Prepared by Procedure G and Scheme B1 using 3-bromophenyl (2S)-3-chloro-2-methylpropyl ether and 2-methyl-N-[3-(4-piperidinyl)phenyl]propanamide: ESMS m/e: 473.0 (M+H)+. Starting materials: ClC1=NC(=CC(=N1)Cl)C1=CC(=C(C=C1)F)Cl (2,4-dichloro-6-(3-chloro-4-fluoro-phenyl)-pyrimidine), C(=O)(O)[O-].[Na+] (NaHCO3), C(C)(C)(C)OC(=O)N1CCNCC1 (piperazine-l-carboxylic acid tert-butyl ester). The solvent is CCO (EtOH). Run at time 16 hour. Yields the product C(C)(C)(C)OC(=O)N1CCN(CC1)C1=NC(=NC(=C1)C1=CC(=C(C=C1)F)Cl)Cl (4-[2-Chloro-6-(3-chloro-4-fluoro-phenyl)-pyrimidin-4-yl]-piperazine-1-carboxylic acid tert-butyl ester). As a reaction SMILES: [Cl:1][C:2]1[N:7]=[C:6](Cl)[CH:5]=[C:4]([C:9]2[CH:14]=[CH:13][C:12]([F:15])=[C:11]([Cl:16])[CH:10]=2)[N:3]=1.C([O-])(O)=O.[Na+].[C:22]([O:26][C:27]([N:29]1[CH2:34][CH2:33][NH:32][CH2:31][CH2:30]1)=[O:28])([CH3:25])([CH3:24])[CH3:23]>CCO>[C:22]([O:26][C:27]([N:29]1[CH2:34][CH2:33][N:32]([C:6]2[CH:5]=[C:4]([C:9]3[CH:14]=[CH:13][C:12]([F:15])=[C:11]([Cl:16])[CH:10]=3)[N:3]=[C:2]([Cl:1])[N:7]=2)[CH2:31][CH2:30]1)=[O:28])([CH3:25])([CH3:23])[CH3:24] |f:1.2|. Procedure details: To a mixture of 2,4-dichloro-6-(3-chloro-4-fluoro-phenyl)-pyrimidine (0.12 mol) and NaHCO3 (1.95 g, 0.023 mol) in EtOH at 0° C., add piperazine-l-carboxylic acid tert-butyl ester (0.013 mol). Remove the ice bath and stir at room temperature for 16 h. Concentrate under reduced pressure and partition between EtOAc and brine. Dry the organic layer (Na2SO4) and concentrate under reduced pressure to give the title compound. As a reaction SMILES: [CH3:33][S:34]([Cl:35])(=[O:36])=[O:37].[CH:24]([N:25]([CH:26]([CH3:27])[CH3:28])[CH2:29][CH3:30])([CH3:31])[CH3:32].[Cl:38][CH2:39][Cl:40].[n:1]1(-[c:10]2[cH:11][cH:12][c:13]([C:14](=[O:15])[N:16]3[CH2:17][CH:18]([OH:21])[CH2:19][CH2:20]3)[cH:22][cH:23]2)[cH:2][n:3][c:4]2[c:5]1[cH:6][cH:7][cH:8][cH:9]2>>[n:1]1(-[c:10]2[cH:11][cH:12][c:13]([C:14](=[O:15])[N:16]3[CH2:17][CH:18]([O:21][S:34]([CH3:33])(=[O:36])=[O:37])[CH2:19][CH2:20]3)[cH:22][cH:23]2)[cH:2][n:3][c:4]2[c:5]1[cH:6][cH:7][cH:8][cH:9]2. The reactants are CS(=O)(=O)Cl, CCN(C(C)C)C(C)C, ClCCl, O=C(c1ccc(-n2cnc3ccccc32)cc1)N1CCC(O)C1. Yields the product CS(=O)(=O)OC1CCN(C(=O)c2ccc(-n3cnc4ccccc43)cc2)C1.